This data is from the Open Reaction Database (ORD), a public repository of structured organic reaction records. The task is: describe an organic reaction: reactants, conditions, products, and yield Starting materials: NC1=C(C=C(C=C1)OCSC)[N+](=O)[O-] (1-Amino-4-methylthiomethoxy-2-nitrobenzene), COC(=O)N=C=S (methoxy carbonyl isothiocyanate). Product: COC(=O)NC(NC1=C(C=C(C=C1)OCSC)[N+](=O)[O-])=S (1-(3-methoxycarbonyl-2-thioureido)-4-methylthiomethoxy-2-nitrobenzene). RXN SMILES: [NH2:1][C:2]1[CH:7]=[CH:6][C:5]([O:8][CH2:9][S:10][CH3:11])=[CH:4][C:3]=1[N+:12]([O-:14])=[O:13].[CH3:15][O:16][C:17]([N:19]=[C:20]=[S:21])=[O:18]>>[CH3:15][O:16][C:17]([NH:19][C:20](=[S:21])[NH:1][C:2]1[CH:7]=[CH:6][C:5]([O:8][CH2:9][S:10][CH3:11])=[CH:4][C:3]=1[N+:12]([O-:14])=[O:13])=[O:18]. Reported procedure: 1-Amino-4-methylthiomethoxy-2-nitrobenzene, prepared according to Example XV, is treated with 3.0 g. methoxy carbonyl isothiocyanate at room temperature for nine days. The solution is concentrated and the residue triturated with ether and recrystallized to afford 1-(3-methoxycarbonyl-2-thioureido)-4-methylthiomethoxy-2-nitrobenzene. This latter compound is treated in accordance with the iron reduction technique set forth in the third paragraph of Example XIX to afford 2-amino-1-(3-methoxycarbony... Starting materials: ClC(Cl)(Cl)Cl, Cl, [Na+], O=C([O-])O, C=C(C)C(C(=O)OCc1ccccc1)N1C(=O)C(NC(=O)COc2ccccc2)C1SS(=O)(=O)c1ccccc1. The product is C=C(CCl)C(C(=O)OCc1ccccc1)N1C(=O)C(NC(=O)COc2ccccc2)C1SS(=O)(=O)c1ccccc1. As a reaction SMILES: [C:47]([Cl:48])([Cl:49])([Cl:50])[Cl:51].[Cl:46].[Na+:45].[O-:41][C:42]([OH:43])=[O:44].[O:1]([c:2]1[cH:3][cH:4][cH:5][cH:6][cH:7]1)[CH2:8][C:9](=[O:10])[NH:11][CH:12]1[C:13](=[O:40])[N:14]([CH:26]([C:27](=[O:28])[O:29][CH2:30][c:31]2[cH:32][cH:33][cH:34][cH:35][cH:36]2)[C:37](=[CH2:38])[CH3:39])[CH:15]1[S:16][S:17](=[O:18])(=[O:19])[c:20]1[cH:21][cH:22][cH:23][cH:24][cH:25]1>>[O:1]([c:2]1[cH:3][cH:4][cH:5][cH:6][cH:7]1)[CH2:8][C:9](=[O:10])[NH:11][CH:12]1[C:13](=[O:40])[N:14]([CH:26]([C:27](=[O:28])[O:29][CH2:30][c:31]2[cH:32][cH:33][cH:34][cH:35][cH:36]2)[C:37](=[CH2:38])[CH2:39][Cl:48])[CH:15]1[S:16][S:17](=[O:18])(=[O:19])[c:20]1[cH:21][cH:22][cH:23][cH:24][cH:25]1. Starting materials: Cl.ClCCC=1C=NC=CC1 (3-(2-chloroethyl)pyridine hydrochloride), CN(CN)C (N,N-dimethylmethane diamine), C([O-])(O)=O.[Na+] (sodium bicarbonate), [I-].[K+] (potassium iodide). Solvent: C(C)O (ethanol). Product: CN(C(C)NCCC=1C=NC=CC1)C (N,N-dimethyl N'-[2-(3-pyridyl)ethyl]ethanediamine). The yield is 56.1%. RXN SMILES: Cl.Cl[CH2:3][CH2:4][C:5]1[CH:6]=[N:7][CH:8]=[CH:9][CH:10]=1.[CH3:11][N:12]([CH3:15])[CH2:13][NH2:14].[C:16](=O)(O)[O-].[Na+].[I-].[K+]>C(O)C>[CH3:11][N:12]([CH3:15])[CH:13]([NH:14][CH2:3][CH2:4][C:5]1[CH:6]=[N:7][CH:8]=[CH:9][CH:10]=1)[CH3:16] |f:0.1,3.4,5.6|. Procedure: 11 g of 3-(2-chloroethyl)pyridine hydrochloride, 16.3 g of N,N-dimethylmethane diamine, 18.5 g of sodium bicarbonate and 13 g of potassium iodide are heated in 150 ml of ethanol for about 30 hours at about 60° C. The solvent is evaporated and the residue is taken up in 100 ml of water before an aqueous solution of 10N NaOH is added to give pH 8; the aqueous phase is then extracted 3 times with 80 ml of ethyl acetate. The pooled organic phases are dried over magnesium sulfate, filtered and concen... Reactants: CCN=C=NCCCN(C)C, CN(C)c1ccncc1, ClCCl, Cl, CCc1nc2c(OC(F)F)ccc(C(=O)O)c2o1, O=[N+]([O-])c1ccc(O)cc1, O. Yields the product CCc1nc2c(OC(F)F)ccc(C(=O)Oc3ccc([N+](=O)[O-])cc3)c2o1. As a reaction SMILES: [CH3:12][N:13]([CH3:14])[CH2:15][CH2:16][CH2:17][N:18]=[C:19]=[N:20][CH2:21][CH3:22].[CH3:42][N:43]([CH3:44])[c:45]1[cH:46][cH:47][n:48][cH:49][cH:50]1.[Cl:51][CH2:52][Cl:53].[ClH:11].[F:23][CH:24]([O:25][c:26]1[cH:27][cH:28][c:29]([C:37](=[O:38])[OH:39])[c:30]2[c:31]1[n:32][c:33]([CH2:35][CH3:36])[o:34]2)[F:40].[N+:1](=[O:2])([O-:3])[c:4]1[cH:5][cH:6][c:7]([OH:10])[cH:8][cH:9]1.[OH2:41]>>[N+:1](=[O:2])([O-:3])[c:4]1[cH:5][cH:6][c:7]([O:10][C:37]([c:29]2[cH:28][cH:27][c:26]([O:25][CH:24]([F:23])[F:40])[c:31]3[c:30]2[o:34][c:33]([CH2:35][CH3:36])[n:32]3)=[O:38])[cH:8][cH:9]1. The reactants are [Br-], O=C1CCOc2cc(OCc3ccccc3)ccc21, C1CCOC1, C[Mg+], [Cl-], Cl, [NH4+]. Yields the product CC1=CCOc2cc(OCc3ccccc3)ccc21. RXN SMILES: [Br-:20].[CH2:1]([c:2]1[cH:3][cH:4][cH:5][cH:6][cH:7]1)[O:8][c:9]1[cH:10][cH:11][c:12]2[c:17]([cH:18]1)[O:16][CH2:15][CH2:14][C:13]2=[O:19].[CH2:26]1[O:27][CH2:28][CH2:29][CH2:30]1.[CH3:21][Mg+:22].[Cl-:23].[ClH:25].[NH4+:24]>>[CH2:1]([c:2]1[cH:3][cH:4][cH:5][cH:6][cH:7]1)[O:8][c:9]1[cH:10][cH:11][c:12]2[c:17]([cH:18]1)[O:16][CH2:15][CH:14]=[C:13]2[CH3:21]. Reactants: N(=O)[O-].[Na+] (sodium nitrite), NC1=CC(NC(N1CC1=CC=C(C=C1)Cl)=O)=O (6-amino-1-(4-chlorobenzyl)-uracil). The solvent is C(C)(=O)O (acetic acid). Conditions: temperature 70 celsius. Yields the product NC1=C(C(NC(N1CC1=CC=C(C=C1)Cl)=O)=O)N=O (6-Amino-1-(4-chlorobenzyl)-5-nitroso-uracil). Reaction SMILES: [N:1]([O-:3])=O.[Na+].[NH2:5][C:6]1[N:11]([CH2:12][C:13]2[CH:18]=[CH:17][C:16]([Cl:19])=[CH:15][CH:14]=2)[C:10](=[O:20])[NH:9][C:8](=[O:21])[CH:7]=1>C(O)(=O)C>[NH2:5][C:6]1[N:11]([CH2:12][C:13]2[CH:18]=[CH:17][C:16]([Cl:19])=[CH:15][CH:14]=2)[C:10](=[O:20])[NH:9][C:8](=[O:21])[C:7]=1[N:1]=[O:3] |f:0.1|. Reported procedure: 157.6 ml of 4N sodium nitrite was added over 45 minutes to a suspension of 165 g of 6-amino-1-(4-chlorobenzyl)-uracil in 825 ml of acetic acid at 65-70° C. After a further 15 minutes at 70° C. the reaction mixture was cooled to room temperature, the pink solid collected and washed with 80% acetic acid and water to give the title compound (150.9 g) mp >320° C. RXN SMILES: Br[C:2]1[CH:7]=[CH:6][C:5]([Br:8])=[CH:4][N:3]=1.C(=O)(O)[O-].[Na+].[CH3:14][O:15][CH:16]([O:19][CH3:20])[CH2:17][NH2:18]>>[Br:8][C:5]1[CH:6]=[CH:7][C:2]([NH:18][CH2:17][CH:16]([O:19][CH3:20])[O:15][CH3:14])=[N:3][CH:4]=1 |f:1.2|. The product is BrC=1C=CC(=NC1)NCC(OC)OC ((5-Bromo-2-pyridinyl)-(2,2-dimethoxyethyl)amine). Reported procedure: After 50 g of 2,5-dibromopyridine and 50 mL aminoacetaldehyde dimethyl acetal were heated at 130° C. for 8 hours, an aqueous saturated sodium bicarbonate solution was added thereto, and the reaction mixture was extracted with ethyl acetate. The extract was washed with brine, the organic layer was dried over anhydrous sodium sulfate, the solvent was removed, and the resulting crude product was purified by silica gel column chromatography (ethyl acetate/hexane), to give 23.53 g of the title compou... Starting materials: BrC1=NC=C(C=C1)Br (2,5-dibromopyridine), COC(CN)OC (aminoacetaldehyde dimethyl acetal), C([O-])(O)=O.[Na+] (sodium bicarbonate).